The task is: describe an organic reaction: reactants, conditions, products, and yield. This data is from the Open Reaction Database (ORD), a public repository of structured organic reaction records. Reactants: C(C1=CC=CC=C1)OC=1C=C(C2=C(NC(CO2)=O)C1)C(CNC1(CC1)CCN1C(OC(C2=C1C=CC=C2)(C)C)=O)O (1-(2-{1-[2-(6-benzyloxy-3-oxo-3,4-dihydro-2H-benzo[1,4]oxazin-8-yl)-2-hydroxyethylamino]cyclopropyl}ethyl)-4,4-dimethyl-1,4-dihydrobenzo[d][1,3]oxazin-2-one), [H][H] (hydrogen). The reagents and catalysts are [Pd] (palladium on charcoal). Run in CO (methanol). The product is OC(CNC1(CC1)CCN1C(OC(C2=C1C=CC=C2)(C)C)O)C2=CC(=CC=1NC(COC12)=O)O (1-(2-{1-[2-hydroxy-2-(6-hydroxy-3-oxo-3,4-dihydro-2H-benzo[1,4]oxazin-8-yl)ethylamino]cyclopropyl}ethyl)-4,4-dimethyl-1,4-dihydrobenzo[d][1,3]oxazin-2-ol). RXN SMILES: C([O:8][C:9]1[CH:10]=[C:11]([CH:20]([OH:41])[CH2:21][NH:22][C:23]2([CH2:26][CH2:27][N:28]3[C:33]4[CH:34]=[CH:35][CH:36]=[CH:37][C:32]=4[C:31]([CH3:39])([CH3:38])[O:30][C:29]3=[O:40])[CH2:25][CH2:24]2)[C:12]2[O:17][CH2:16][C:15](=[O:18])[NH:14][C:13]=2[CH:19]=1)C1C=CC=CC=1.[H][H]>CO.[Pd]>[OH:41][CH:20]([C:11]1[C:12]2[O:17][CH2:16][C:15](=[O:18])[NH:14][C:13]=2[CH:19]=[C:9]([OH:8])[CH:10]=1)[CH2:21][NH:22][C:23]1([CH2:26][CH2:27][N:28]2[C:33]3[CH:34]=[CH:35][CH:36]=[CH:37][C:32]=3[C:31]([CH3:39])([CH3:38])[O:30][CH:29]2[OH:40])[CH2:25][CH2:24]1. Reported procedure: 590 mg (1.06 mmol) of 1-(2-{1-[2-(6-benzyloxy-3-oxo-3,4-dihydro-2H-benzo[1,4]oxazin-8-yl)-2-hydroxyethylamino]cyclopropyl}ethyl)-4,4-dimethyl-1,4-dihydrobenzo[d][1,3]oxazin-2-one is dissolved in 30 mL of methanol and hydrogenated in the presence of palladium on charcoal (10%) at ambient temperature and 3 bar hydrogen pressure. Yield: 180 mg (36%); mass spectroscopy: [M+H]+=468. Starting materials: S (Hydrogen sulfide), NC(C(=O)OCC1=CC=C(C=C1)OC)P(=O)(OC)OC (p-methoxybenzyl α-amino-dimethylphosphonoacetate), C#N (Hydrogen cyanide). Run in CO (methanol). Run at time 8 hour. Yields the product C(=S)NC(C(=O)OCC1=CC=C(C=C1)OC)P(=O)(OC)OC (p-methoxybenzyl α-thioformamido-dimethylphosphonoacetate). As a reaction SMILES: [SH2:1].[NH2:2][CH:3]([P:16]([O:20][CH3:21])([O:18][CH3:19])=[O:17])[C:4]([O:6][CH2:7][C:8]1[CH:13]=[CH:12][C:11]([O:14][CH3:15])=[CH:10][CH:9]=1)=[O:5].[CH:22]#N>CO>[CH:22]([NH:2][CH:3]([P:16]([O:20][CH3:21])([O:18][CH3:19])=[O:17])[C:4]([O:6][CH2:7][C:8]1[CH:9]=[CH:10][C:11]([O:14][CH3:15])=[CH:12][CH:13]=1)=[O:5])=[S:1]. Procedure: Hydrogen sulfide (0.75 g) is passed into a cold (ice-bath) solution of p-methoxybenzyl α-amino-dimethylphosphonoacetate (6.06 g) in anhydrous methanol (5 ml). Hydrogen cyanide (0.53 g) is added and the ice-bath is removed. After standing overnight, the reaction mixture is added to water (50 ml) and extracted with ether (3 × 20 ml). The combined extracts are dried with magnesium sulfate, filtered, and evaporated in vacuo to dryness. The residue is chromatographed on silicon gel, affording p-metho... The reactants are COC1=CC=C(C=C1)CCN1CC(OCC1)C=1N=C(SC1)C(F)(F)F (N-[2-(4-Methoxyphenyl)ethyl]-2-(2-trifluoromethyl-thiazol-4-yl)morpholine), Br (hydrobromic acid), C([O-])([O-])=O.[K+].[K+] (potassium carbonate), BrCC(=O)OC (methyl bromoacetate). The solvent is CC(=O)C (acetone). Yields the product C(=O)(OC)COC1=CC=C(C=C1)CCN1CC(OCC1)C=1N=C(SC1)C(F)(F)F (N-[2-(4-Carbomethoxymethoxyphenyl)ethyl]-2-(2-trifluoromethyl-thiazol-4-yl)morpholine). As a reaction SMILES: [CH3:1][O:2][C:3]1[CH:8]=[CH:7][C:6]([CH2:9][CH2:10][N:11]2[CH2:16][CH2:15][O:14][CH:13]([C:17]3[N:18]=[C:19]([C:22]([F:25])([F:24])[F:23])[S:20][CH:21]=3)[CH2:12]2)=[CH:5][CH:4]=1.Br.C(=O)([O-])[O-].[K+].[K+].BrC[C:35]([O:37][CH3:38])=[O:36]>CC(C)=O>[C:35]([CH2:1][O:2][C:3]1[CH:8]=[CH:7][C:6]([CH2:9][CH2:10][N:11]2[CH2:16][CH2:15][O:14][CH:13]([C:17]3[N:18]=[C:19]([C:22]([F:25])([F:24])[F:23])[S:20][CH:21]=3)[CH2:12]2)=[CH:5][CH:4]=1)([O:37][CH3:38])=[O:36] |f:2.3.4|. Procedure: 0.6 g (1.6 mmol) of N-[2-(4-Methoxyphenyl)ethyl]-2-(2-trifluoromethyl-thiazol-4-yl)morpholine are heated on a steam bath with 6 ml of 48% strength aqueous hydrobromic acid for 3 hours. The mixture is then concentrated, toluene is added, and the mixture is again evaporated to dryness. The foamy residue is boiled under reflux in 15 ml of acetone with 1.2 g (8.7 mmol) of potassium carbonate and 0.3 ml (1.65 mmol) of methyl bromoacetate for 1 hour. The mixture is then filtered, the filtrate is conce...